Dataset: the Open Reaction Database (ORD), a public repository of structured organic reaction records. Task: describe an organic reaction: reactants, conditions, products, and yield Starting materials: CC(=O)C1=CC(=C(C(=C1)OC)OC)OC (3,4,5-trimethoxyacetophenone), CC(C)([O-])C.[Na+] (sodium t-butoxide). Reagents/catalysts: C1=CC=C(C=C1)P(C2=CC=CC=C2)C3=CC=CC=C3.C1=CC=C(C=C1)P(C2=CC=CC=C2)C3=CC=CC=C3.C1=CC=C(C=C1)P(C2=CC=CC=C2)C3=CC=CC=C3.[Cl-].[Cl-].[Ru+2] (Tris(triphenylphosphine)ruthenium(II) chloride). Run in C(C)O (ethanol), C(C)O (ethanol), C(C)O (ethanol). Run at temperature 80 celsius, time 1 hour. The product is COC=1C=C(C=C(C1OC)OC)C(C)O (1-(3,4,5-trimethoxyphenyl)ethanol). As a reaction SMILES: [CH3:1][C:2]([C:4]1[CH:9]=[C:8]([O:10][CH3:11])[C:7]([O:12][CH3:13])=[C:6]([O:14][CH3:15])[CH:5]=1)=[O:3].CC(C)([O-])C.[Na+]>C(O)C.C1C=CC(P(C2C=CC=CC=2)C2C=CC=CC=2)=CC=1.C1C=CC(P(C2C=CC=CC=2)C2C=CC=CC=2)=CC=1.C1C=CC(P(C2C=CC=CC=2)C2C=CC=CC=2)=CC=1.[Cl-].[Cl-].[Ru+2]>[CH3:15][O:14][C:6]1[CH:5]=[C:4]([CH:2]([OH:3])[CH3:1])[CH:9]=[C:8]([O:10][CH3:11])[C:7]=1[O:12][CH3:13] |f:1.2,4.5.6.7.8.9|. Procedure details: Tris(triphenylphosphine)ruthenium(II) chloride (3.8 mg, 4 μmol, 1 mol %) and a chiral ligand (M=Ru, R=i-Pr, Ar=C6H5—, 2.6 μmol, 0.65 mol %) were dissolved in ethanol (3 mL) under nitrogen atmosphere, and then heated and stirred for 1 h at 80° C. After the mixture was cooled to room temperature, 3,4,5-trimethoxyacetophenone (0.4 mmol), ethanol (2 mL) and a solution of sodium t-butoxide in ethanol (0.4 mL, 0.2 M) were added thereto. Thereafter, the reaction system was placed in an autoclave, and s...